From a dataset of the Open Reaction Database (ORD), a public repository of structured organic reaction records. describe an organic reaction: reactants, conditions, products, and yield The reactants are C(C)(C)(C)OC(NC1CN(CCC1)C(C1=CC(=C(C=C1)NC)[N+](=O)[O-])=O)=O (tert-butyl(1-(4-(methylamino)-3-nitrobenzoyl)piperidin-3-yl)carbamate), C(C)N1C(=CC=2C1=NC=CC2)C=O (1-ethyl-1H-pyrrolo[2,3-b]pyridine-2-carbaldehyde), S(=O)([O-])S(=O)[O-].[Na+].[Na+] (Sodium hydrosulfite). Solvent: C(C)O (ethanol), C(Cl)Cl (DCM), [O-]S(=O)(=O)[O-].[Na+].[Na+] (Na2SO4), O (water). Conditions: temperature 100 celsius. Product: C(C)(C)(C)OC(NC1CN(CCC1)C(=O)C1=CC2=C(N(C(=N2)C2=CC=3C(=NC=CC3)N2CC)C)C=C1)=O (tert-Butyl(1-(2-(1-ethyl-1H-pyrrolo[2,3-b]pyridin-2-yl)-1-methyl-1H-benzo[d]imidazole-5-carbonyl)piperidin-3-yl)carbamate). Yield: 54.0%. As a reaction SMILES: S(S([O-])=O)([O-])=O.[Na+].[Na+].[C:9]([O:13][C:14](=[O:35])[NH:15][CH:16]1[CH2:21][CH2:20][CH2:19][N:18]([C:22](=[O:34])[C:23]2[CH:28]=[CH:27][C:26]([NH:29][CH3:30])=[C:25]([N+:31]([O-])=O)[CH:24]=2)[CH2:17]1)([CH3:12])([CH3:11])[CH3:10].[CH2:36]([N:38]1[C:42]2=[N:43][CH:44]=[CH:45][CH:46]=[C:41]2[CH:40]=[C:39]1[CH:47]=O)[CH3:37]>O.C(O)C.C(Cl)Cl.[O-]S([O-])(=O)=O.[Na+].[Na+]>[C:9]([O:13][C:14](=[O:35])[NH:15][CH:16]1[CH2:21][CH2:20][CH2:19][N:18]([C:22]([C:23]2[CH:28]=[CH:27][C:26]3[N:29]([CH3:30])[C:47]([C:39]4[N:38]([CH2:36][CH3:37])[C:42]5=[N:43][CH:44]=[CH:45][CH:46]=[C:41]5[CH:40]=4)=[N:31][C:25]=3[CH:24]=2)=[O:34])[CH2:17]1)([CH3:12])([CH3:10])[CH3:11] |f:0.1.2,8.9.10|. Procedure details: Sodium hydrosulfite (235 mg, 1.150 mmol) dissolved in water (1.500 mL) was added to a solution of tert-butyl(1-(4-(methylamino)-3-nitrobenzoyl)piperidin-3-yl)carbamate (145 mg, 0.383 mmol) and 1-ethyl-1H-pyrrolo[2,3-b]pyridine-2-carbaldehyde (66.7 mg, 0.383 mmol) in ethanol (3 mL) at RT under nitrogen. The reaction mixture was heated to 100° C. in a microwave for 5 h. The reaction mixture was diluted with DCM (20 mL), Na2SO4 was added and the resultant suspension filtered and concentrated in vac... The reactants are CN(C)S(=O)(=O)Cc1ccc2[nH]cc(CCCOS(C)(=O)=O)c2c1, COc1cncnc1N1CCNCC1, CC#N, CCN(C(C)C)C(C)C, [I-], [Na+]. Product: COc1cncnc1N1CCN(CCCc2c[nH]c3ccc(CS(=O)(=O)N(C)C)cc23)CC1. Reaction SMILES: [CH3:1][S:2]([O:3][CH2:6][CH2:7][CH2:8][c:9]1[cH:10][nH:11][c:12]2[cH:13][cH:14][c:15]([CH2:18][S:19](=[O:20])(=[O:21])[N:22]([CH3:23])[CH3:24])[cH:16][c:17]12)(=[O:4])=[O:5].[CH3:36][O:37][c:38]1[c:39]([N:44]2[CH2:45][CH2:46][NH:47][CH2:48][CH2:49]2)[n:40][cH:41][n:42][cH:43]1.[CH3:50][C:51]#[N:52].[CH:27]([N:28]([CH2:29][CH3:30])[CH:31]([CH3:32])[CH3:33])([CH3:34])[CH3:35].[I-:26].[Na+:25]>>[CH2:6]([CH2:7][CH2:8][c:9]1[cH:10][nH:11][c:12]2[cH:13][cH:14][c:15]([CH2:18][S:19](=[O:20])(=[O:21])[N:22]([CH3:23])[CH3:24])[cH:16][c:17]12)[N:47]1[CH2:46][CH2:45][N:44]([c:39]2[c:38]([O:37][CH3:36])[cH:43][n:42][cH:41][n:40]2)[CH2:49][CH2:48]1. Starting materials: ClC1=CC(=C2C=NN(C2=C1)S(=O)(=O)C1=CC=CC=C1)C=1OC(=CN1)C(=O)OCC (ethyl 2-[6-chloro-1-(phenylsulfonyl)-1H-indazol-4-yl]-1,3-oxazole-5-carboxylate), CC(C)(C)[Si](N1C=CC2=C(C=CC=C12)B(O)O)(C)C ({1-[(1,1-dimethylethyl)(dimethyl)silyl]-1H-indol-4-yl}boronic acid), [O-]P(=O)([O-])[O-].[K+].[K+].[K+] (potassium phosphate tribasic). The reagents and catalysts are Cl[Pd]C1=C(C=CC=C1)C1=C(C=CC=C1)N(C)C.[C@@H]12C(C[C@@H](CC1)C2)PC2[C@H]1CC[C@@H](C2)C1 (chloro[2′-(dimethylamino)-2-biphenylyl]palladium 1(1R,4S)-bicyclo[2.2.1]hept-2-yl[(1S,4R)-bicyclo[2.2.1]hept-2-yl]phosphane). The solvent is O1CCOCC1 (1,4-dioxane), O (water). Conditions: temperature 100 celsius. Product: CC(C)(C)[Si](N1C=CC2=C(C=CC=C12)C1=CC(=C2C=NN(C2=C1)S(=O)(=O)C1=CC=CC=C1)C=1OC(=CN1)C(=O)OCC)(C)C (Ethyl 2-[6-{1-[(1,1-dimethylethyl)(dimethyl)silyl]-1H-indol-4-yl}-1-(phenylsulfonyl)-1H-indazol-4-yl]-1,3-oxazole-5-carboxylate). Isolated yield 38.9%. As a reaction SMILES: Cl[C:2]1[CH:10]=[C:9]2[C:5]([CH:6]=[N:7][N:8]2[S:11]([C:14]2[CH:19]=[CH:18][CH:17]=[CH:16][CH:15]=2)(=[O:13])=[O:12])=[C:4]([C:20]2[O:21][C:22]([C:25]([O:27][CH2:28][CH3:29])=[O:26])=[CH:23][N:24]=2)[CH:3]=1.[CH3:30][C:31]([Si:34]([CH3:48])([CH3:47])[N:35]1[C:43]2[C:38](=[C:39](B(O)O)[CH:40]=[CH:41][CH:42]=2)[CH:37]=[CH:36]1)([CH3:33])[CH3:32].[O-]P([O-])([O-])=O.[K+].[K+].[K+]>O1CCOCC1.O.Cl[Pd]C1C=CC=CC=1C1C=CC=CC=1N(C)C.[C@H]12C[C@H](CC1)CC2PC1C[C@H]2C[C@@H]1CC2>[CH3:33][C:31]([Si:34]([CH3:48])([CH3:47])[N:35]1[C:43]2[C:38](=[C:39]([C:2]3[CH:10]=[C:9]4[C:5]([CH:6]=[N:7][N:8]4[S:11]([C:14]4[CH:15]=[CH:16][CH:17]=[CH:18][CH:19]=4)(=[O:13])=[O:12])=[C:4]([C:20]4[O:21][C:22]([C:25]([O:27][CH2:28][CH3:29])=[O:26])=[CH:23][N:24]=4)[CH:3]=3)[CH:40]=[CH:41][CH:42]=2)[CH:37]=[CH:36]1)([CH3:30])[CH3:32] |f:2.3.4.5,8.9|. Procedure details: To a solution of ethyl 2-[6-chloro-1-(phenylsulfonyl)-1H-indazol-4-yl]-1,3-oxazole-5-carboxylate (1.5 g, 3.47 mmol) in 1,4-dioxane (15 ml) and water (1.5 ml) was added {1-[(1,1-dimethylethyl)(dimethyl)silyl]-1H-indol-4-yl}boronic acid (1.243 g, 4.52 mmol, available from Combi-Blocks Inc.), chloro[2′-(dimethylamino)-2-biphenylyl]palladium-1(1R,4S)-bicyclo[2.2.1]hept-2-yl[(1S,4R)-bicyclo[2.2.1]hept-2-yl]phosphane (0.097 g, 0.174 mmol) and potassium phosphate tribasic (2.212 g, 10.42 mmol). The rea... Reactants: [N+](=O)([O-])C=1C=C2C(=NC=NC2=CC1)N1CCN(CC1)C(=O)OC(C)(C)C (4-(6-nitro-quinazolin-4-yl)-1-Boc-piperazine). The reagents and catalysts are [Pd] (Pd/C). Run in COCCO (2-methoxyethanol), COCCO (2-methoxyethanol). Run at time 13 hour. Product: NC=1C=C2C(=NC=NC2=CC1)N1CCN(CC1)C(=O)OC(C)(C)C (4-(6-amino-quinazolin-4-yl)-1-Boc-piperazine). Isolated yield 94.9%. Reaction SMILES: [N+:1]([C:4]1[CH:5]=[C:6]2[C:11](=[CH:12][CH:13]=1)[N:10]=[CH:9][N:8]=[C:7]2[N:14]1[CH2:19][CH2:18][N:17]([C:20]([O:22][C:23]([CH3:26])([CH3:25])[CH3:24])=[O:21])[CH2:16][CH2:15]1)([O-])=O>COCCO.[Pd]>[NH2:1][C:4]1[CH:5]=[C:6]2[C:11](=[CH:12][CH:13]=1)[N:10]=[CH:9][N:8]=[C:7]2[N:14]1[CH2:19][CH2:18][N:17]([C:20]([O:22][C:23]([CH3:26])([CH3:25])[CH3:24])=[O:21])[CH2:16][CH2:15]1. Reported procedure: To a suspension of Pd/C (5% w/w, 800 mg, 0.38 mmol) in 100 mL 2-methoxyethanol (degassed with nitrogen prior to use) was added a solution of 4-(6-nitro-quinazolin-4-yl)-1-Boc-piperazine (4.0 g, 11.1 mmol) in 10 mL 2-methoxyethanol. A balloon of H2 was bubbled through the reaction mixture, and the reaction mixture was stirred at room temperature under an atmosphere of H2 for 13 hours. Celite was then added, and the reaction mixture was filtered through a pad of celite and rinsed with MeOH. The fi... Starting materials: C(CC=C)N1N=C(C=2C1=NC(=NC2)NC2=CC=CC=C2)NC2=C(C=CC=C2C)C (1-(but-3-enyl)-N3-(2,6-dimethylphenyl)-N6-phenyl-1H-pyrazolo[3,4-d]pyrimidine-3,6-diamine), [NH+]1(CCOCC1)[O-] (morpholine-N-oxide), CC(=O)C (acetone). Reagents/catalysts: O=[Os](=O)(=O)=O (OsO4). Run in O (water), O (water). Reaction conditions: time 18 hour. Yields the product CC1=C(C(=CC=C1)C)NC1=NN(C2=NC(=NC=C21)NC2=CC=CC=C2)CCC(CO)O (4-(3-(2,6-dimethylphenylamino)-6-(phenylamino)-1H-pyrazolo[3,4-d]pyrimidin-1-yl)butane-1,2-diol). RXN SMILES: [CH2:1]([N:5]1[C:9]2=[N:10][C:11]([NH:14][C:15]3[CH:20]=[CH:19][CH:18]=[CH:17][CH:16]=3)=[N:12][CH:13]=[C:8]2[C:7]([NH:21][C:22]2[C:27]([CH3:28])=[CH:26][CH:25]=[CH:24][C:23]=2[CH3:29])=[N:6]1)CC=C.[NH+]1([O-])CC[O:33]CC1.[CH3:37][C:38]([CH3:40])=[O:39]>O.O=[Os](=O)(=O)=O>[CH3:29][C:23]1[CH:24]=[CH:25][CH:26]=[C:27]([CH3:28])[C:22]=1[NH:21][C:7]1[C:8]2[C:9](=[N:10][C:11]([NH:14][C:15]3[CH:20]=[CH:19][CH:18]=[CH:17][CH:16]=3)=[N:12][CH:13]=2)[N:5]([CH2:1][CH2:37][CH:38]([OH:39])[CH2:40][OH:33])[N:6]=1. Procedure details: A mixture of 363 mg (0.9 mmol) of 1-(but-3-enyl)-N3-(2,6-dimethylphenyl)-N6-phenyl-1H-pyrazolo[3,4-d]pyrimidine-3,6-diamine 33 (Example 1, Step D) and a catalytic amount of OsO4 in 28.5 mL acetone and 10 mL water was treated with 400 mg (97%, 3.3 mmol) of morpholine-N-oxide. The resulting yellow solution was stirred at room temperature for 18 h. The reaction mixture was diluted with water (95 mL) and extracted with CH2Cl2 (3×240 mL). The combined organic layers were dried over Na2SO4, filtered, ... Starting materials: Cc1cc(Cl)c2c(C=O)sc(C)c2n1, Cl, NO, O=P(Cl)(Cl)Cl. Yields the product Cc1cc(Cl)c2c(C#N)sc(C)c2n1. RXN SMILES: [Cl:1][c:2]1[c:3]2[c:4]([n:5][c:6]([CH3:8])[cH:7]1)[c:9]([CH3:14])[s:10][c:11]2[CH:12]=[O:13].[ClH:15].[NH2:16][OH:17].[P:18]([Cl:19])([Cl:20])([Cl:21])=[O:22]>>[Cl:1][c:2]1[c:3]2[c:4]([n:5][c:6]([CH3:8])[cH:7]1)[c:9]([CH3:14])[s:10][c:11]2[C:12]#[N:16]. Starting materials: FC(C=1C=CC2=C(C(=NCC=3N2C(=CN3)CN3C(C=2C(C3=O)=CC=CC2)=O)C2=C(C=CC=C2)Cl)C1)(F)F (8-trifluoromethyl-1-(phthalimidomethyl)-6-(o-chlorophenyl)-4H-imidazo[1,2-a][1,4]benzodiazepine), O.NN (hydrazine hydrate). Solvent: C(C)O (ethanol). Yields the product FC(C=1C=CC2=C(C(=NCC=3N2C(=CN3)CN)C3=C(C=CC=C3)Cl)C1)(F)F (8-trifluoromethyl-1-(aminomethyl)-6-(o-chlorophenyl)-4H-imidazo-[1,2-a][1,4]benzodiazepine). Reaction SMILES: [F:1][C:2]([F:37])([F:36])[C:3]1[CH:4]=[CH:5][C:6]2[N:12]3[C:13]([CH2:16][N:17]4C(=O)C5=CC=CC=C5C4=O)=[CH:14][N:15]=[C:11]3[CH2:10][N:9]=[C:8]([C:28]3[CH:33]=[CH:32][CH:31]=[CH:30][C:29]=3[Cl:34])[C:7]=2[CH:35]=1.O.NN>C(O)C>[F:37][C:2]([F:1])([F:36])[C:3]1[CH:4]=[CH:5][C:6]2[N:12]3[C:13]([CH2:16][NH2:17])=[CH:14][N:15]=[C:11]3[CH2:10][N:9]=[C:8]([C:28]3[CH:33]=[CH:32][CH:31]=[CH:30][C:29]=3[Cl:34])[C:7]=2[CH:35]=1 |f:1.2|. Procedure: In the manner given in Example 28, 8-trifluoromethyl-1-(phthalimidomethyl)-6-(o-chlorophenyl)-4H-imidazo[1,2-a][1,4]benzodiazepine is reacted at room temperature with hydrazine hydrate, dissolved in ethanol, to give 8-trifluoromethyl-1-(aminomethyl)-6-(o-chlorophenyl)-4H-imidazo-[1,2-a][1,4]benzodiazepine. Reactants: NC1=C(C=CC=C1)NC(=O)C=1N=CC2=CC(=CC=C2C1)N1CCN(CC1)C(=O)OC(C)(C)C (tert-butyl 4-(3-(2-aminophenylcarbamoyl)isoquinolin-7-yl)piperazine-1-carboxylate), C(=O)(C(F)(F)F)O (TFA). Solvent: C(Cl)Cl (DCM). Conditions: time 1 hour. The product is desired compound, NC1=C(C=CC=C1)NC(=O)C=1N=CC2=CC(=CC=C2C1)N1CCNCC1 (N-(2-aminophenyl)-7-(piperazin-1-yl)isoquinoline-3-carboxamide). The yield is 98.1%. As a reaction SMILES: [NH2:1][C:2]1[CH:7]=[CH:6][CH:5]=[CH:4][C:3]=1[NH:8][C:9]([C:11]1[N:12]=[CH:13][C:14]2[C:19]([CH:20]=1)=[CH:18][CH:17]=[C:16]([N:21]1[CH2:26][CH2:25][N:24](C(OC(C)(C)C)=O)[CH2:23][CH2:22]1)[CH:15]=2)=[O:10].C(O)(C(F)(F)F)=O>C(Cl)Cl>[NH2:1][C:2]1[CH:7]=[CH:6][CH:5]=[CH:4][C:3]=1[NH:8][C:9]([C:11]1[N:12]=[CH:13][C:14]2[C:19]([CH:20]=1)=[CH:18][CH:17]=[C:16]([N:21]1[CH2:22][CH2:23][NH:24][CH2:25][CH2:26]1)[CH:15]=2)=[O:10]. Procedure details: To a solution of tert-butyl 4-(3-(2-aminophenylcarbamoyl)isoquinolin-7-yl)piperazine-1-carboxylate (100 mg, 0.22 mmol) in DCM (3 mL) was added TFA (1.5 mL). The resulting mixture was stirred at r.t. for 1 h. The mixture was concentrated to a residue, which was purified by Pre-HPLC to afford the desired compound, N-(2-aminophenyl)-7-(piperazin-1-yl)isoquinoline-3-carboxamide (75 mg, 70%) as a light yellow solid. 1H NMR (500 MHz, DMSO) δ 10.12 (s, 1H), 9.18 (s, 1H), 8.48 (s, 1H), 8.03 (d, J=9.1 Hz...